From a dataset of the Open Reaction Database (ORD), a public repository of structured organic reaction records. describe an organic reaction: reactants, conditions, products, and yield Starting materials: CCC(C)=O, COc1ccc(NC(=O)CC2CCC(c3ccccc3)(N(C)C)CC2)cc1, C[Si](C)(C)Cl, O. The product is COc1ccc(NC(=O)CC2CCC(c3ccccc3)(N(C)C)CC2)cc1, Cl. Reaction SMILES: [CH3:34][C:35]([CH2:36][CH3:37])=[O:38].[CH3:7][N:8]([C:9]1([c:27]2[cH:28][cH:29][cH:30][cH:31][cH:32]2)[CH2:10][CH2:11][CH:12]([CH2:15][C:16](=[O:17])[NH:18][c:19]2[cH:20][cH:21][c:22]([O:25][CH3:26])[cH:23][cH:24]2)[CH2:13][CH2:14]1)[CH3:33].[Cl:1][Si:2]([CH3:3])([CH3:4])[CH3:5].[OH2:6]>>[CH3:7][N:8]([C:9]1([c:27]2[cH:28][cH:29][cH:30][cH:31][cH:32]2)[CH2:10][CH2:11][CH:12]([CH2:15][C:16](=[O:17])[NH:18][c:19]2[cH:20][cH:21][c:22]([O:25][CH3:26])[cH:23][cH:24]2)[CH2:13][CH2:14]1)[CH3:33].[ClH:1].